This data is from the Open Reaction Database (ORD), a public repository of structured organic reaction records. The task is: describe an organic reaction: reactants, conditions, products, and yield Starting materials: FC1=C(C=C(C=C1)C)NC1=C(C=NC=2N1N=CC2C(=O)O)C(=O)N2CCC(CC2)(C2=CC=CC=C2)F (7-(2-Fluoro-5-methylphenylamino)-6-(4-fluoro-4-phenylpiperidine-1-carbonyl)pyrazolo[1,5-a]pyrimidine-3-carboxylic acid), C(C)S(=O)(=O)N (ethanesulfonamide). Yields the product FC1=C(C=C(C=C1)C)NC1=C(C=NC=2N1N=CC2C(=O)NS(=O)(=O)CC)C(=O)N2CCC(CC2)(C2=CC=CC=C2)F (N-[7-(2-Fluoro-5-methylphenylamino)-6-(4-fluoro-4-phenylpiperidine-1-carbonyl)pyrazolo[1,5-a]pyrimidine-3-carbonyl]ethanesulfonamide). The yield is 42.9%. Reaction SMILES: [F:1][C:2]1[CH:7]=[CH:6][C:5]([CH3:8])=[CH:4][C:3]=1[NH:9][C:10]1[N:15]2[N:16]=[CH:17][C:18]([C:19]([OH:21])=O)=[C:14]2[N:13]=[CH:12][C:11]=1[C:22]([N:24]1[CH2:29][CH2:28][C:27]([F:36])([C:30]2[CH:35]=[CH:34][CH:33]=[CH:32][CH:31]=2)[CH2:26][CH2:25]1)=[O:23].[CH2:37]([S:39]([NH2:42])(=[O:41])=[O:40])[CH3:38]>>[F:1][C:2]1[CH:7]=[CH:6][C:5]([CH3:8])=[CH:4][C:3]=1[NH:9][C:10]1[N:15]2[N:16]=[CH:17][C:18]([C:19]([NH:42][S:39]([CH2:37][CH3:38])(=[O:41])=[O:40])=[O:21])=[C:14]2[N:13]=[CH:12][C:11]=1[C:22]([N:24]1[CH2:25][CH2:26][C:27]([F:36])([C:30]2[CH:31]=[CH:32][CH:33]=[CH:34][CH:35]=2)[CH2:28][CH2:29]1)=[O:23]. Reported procedure: In the same manner as in Example 1, step 6 and using 7-(2-fluoro-5-methylphenylamino)-6-(4-fluoro-4-phenylpiperidine-1-carbonyl)pyrazolo[1,5-a]pyrimidine-3-carboxylic acid (71 mg, 0.14 mmol) obtained in step 4 and ethanesulfonamide (73 mg, 0.70 mmol), the title compound (35 mg, 43%) was obtained. The yield is 33.0%. The solvent is C1(=CC=CC=C1)C (toluene). Procedure: To a solution of 2,4-dichloropyrimidine (3.2 g, 0.22 mmol) and 4-(cyanomethylcarbamoyl)phenylboronic acid (3.0 g, 15 mmol) in toluene (146 mL) were added n-propanol (44 mL), aqueous sodium bicarbonate (2M, 22 mL) and tetrakis(triphenylphosphine)palladium[0] (850 mg, 0.7 mmol). The reaction was heated at 90° C. for 24 h, then partitioned between ethyl acetate and water. The aqueous layer was extracted twice further with ethyl acetate and the combined organic fractions washed with brine, dried (Na... RXN SMILES: [Cl:1][C:2]1[N:7]=[C:6](Cl)[CH:5]=[CH:4][N:3]=1.[C:9]([CH2:11][NH:12][C:13]([C:15]1[CH:20]=[CH:19][C:18](B(O)O)=[CH:17][CH:16]=1)=[O:14])#[N:10].C(O)CC.C(=O)(O)[O-].[Na+]>C1(C)C=CC=CC=1>[Cl:1][C:2]1[N:7]=[C:6]([C:18]2[CH:19]=[CH:20][C:15]([C:13]([NH:12][CH2:11][C:9]#[N:10])=[O:14])=[CH:16][CH:17]=2)[CH:5]=[CH:4][N:3]=1 |f:3.4|. The reactants are ClC1=NC=CC(=N1)Cl (2,4-dichloropyrimidine), C(#N)CNC(=O)C1=CC=C(C=C1)B(O)O (4-(cyanomethylcarbamoyl)phenylboronic acid), C(CC)O (n-propanol), C([O-])(O)=O.[Na+] (sodium bicarbonate), tetrakis(triphenylphosphine)palladium[0]. The product is ClC1=NC=CC(=N1)C1=CC=C(C(=O)NCC#N)C=C1 (4-(2-chloropyrimidin-4-yl)-N-(cyanomethyl)benzamide), solid. Run at temperature 90 celsius. The reactants are CC(F)(F)CN1CCc2c(Br)cccc2C1, Cc1ccc(-c2cc(N)ccc2C)nc1, [K+], [K+], [K+], O=C(C=Cc1ccccc1)C=Cc1ccccc1, O=C(C=Cc1ccccc1)C=Cc1ccccc1, O=C(C=Cc1ccccc1)C=Cc1ccccc1, C1COCCO1, O=P([O-])([O-])[O-], [Pd], [Pd]. The product is Cc1ccc(-c2cc(Nc3cccc4c3CCN(CC(C)(F)F)C4)ccc2C)nc1. As a reaction SMILES: [Br:1][c:2]1[c:3]2[c:8]([cH:9][cH:10][cH:11]1)[CH2:7][N:6]([CH2:12][C:13]([CH3:14])([F:15])[F:16])[CH2:5][CH2:4]2.[CH3:17][c:18]1[c:19](-[c:25]2[n:26][cH:27][c:28]([CH3:31])[cH:29][cH:30]2)[cH:20][c:21]([NH2:22])[cH:23][cH:24]1.[K+:37].[K+:38].[K+:39].[O:42]=[C:43]([CH:44]=[CH:45][c:46]1[cH:47][cH:48][cH:49][cH:50][cH:51]1)[CH:52]=[CH:53][c:54]1[cH:55][cH:56][cH:57][cH:58][cH:59]1.[O:60]=[C:61]([CH:62]=[CH:63][c:64]1[cH:65][cH:66][cH:67][cH:68][cH:69]1)[CH:70]=[CH:71][c:72]1[cH:73][cH:74][cH:75][cH:76][cH:77]1.[O:78]=[C:79]([CH:80]=[CH:81][c:82]1[cH:83][cH:84][cH:85][cH:86][cH:87]1)[CH:88]=[CH:89][c:90]1[cH:91][cH:92][cH:93][cH:94][cH:95]1.[O:96]1[CH2:97][CH2:98][O:99][CH2:100][CH2:101]1.[P:32]([O-:33])([O-:34])([O-:35])=[O:36].[Pd:40].[Pd:41]>>[c:2]1([NH:22][c:21]2[cH:20][c:19](-[c:25]3[n:26][cH:27][c:28]([CH3:31])[cH:29][cH:30]3)[c:18]([CH3:17])[cH:24][cH:23]2)[c:3]2[c:8]([cH:9][cH:10][cH:11]1)[CH2:7][N:6]([CH2:12][C:13]([CH3:14])([F:15])[F:16])[CH2:5][CH2:4]2.